Dataset: the Open Reaction Database (ORD), a public repository of structured organic reaction records. Task: describe an organic reaction: reactants, conditions, products, and yield The reactants are CO, [Li+], [OH-], O, O, COC(=O)CNC(=O)c1cc(O)cc2c1C1(C)CCC3C(C)(C)CCCC3(C)C1CS2(=O)=O. The product is CC1(C)CCCC2(C)C1CCC1(C)c3c(C(=O)NCC(=O)O)cc(O)cc3S(=O)(=O)CC12. As a reaction SMILES: [CH3:37][OH:38].[Li+:35].[OH-:34].[OH2:36].[OH2:39].[OH:1][c:2]1[cH:3][c:4]([C:26](=[O:27])[NH:28][CH2:29][C:30](=[O:31])[O:32][CH3:33])[c:5]2[c:18]([cH:19]1)[S:17](=[O:20])(=[O:21])[CH2:16][CH:15]1[C:6]2([CH3:25])[CH2:7][CH2:8][CH:9]2[C:10]([CH3:23])([CH3:24])[CH2:11][CH2:12][CH2:13][C:14]21[CH3:22]>>[OH:1][c:2]1[cH:3][c:4]([C:26](=[O:27])[NH:28][CH2:29][C:30](=[O:31])[OH:32])[c:5]2[c:18]([cH:19]1)[S:17](=[O:20])(=[O:21])[CH2:16][CH:15]1[C:6]2([CH3:25])[CH2:7][CH2:8][CH:9]2[C:10]([CH3:23])([CH3:24])[CH2:11][CH2:12][CH2:13][C:14]21[CH3:22]. The reactants are CC(C)=O, [I-], [Na+], Cc1ccc(S(=O)(=O)OCCC2(C)COC(C)(C)O2)cc1. Product: CC1(CCI)COC(C)(C)O1. RXN SMILES: [CH3:24][C:25](=[O:26])[CH3:27].[I-:23].[Na+:22].[S:1]([O:2][CH2:12][CH2:13][C:14]1([CH3:21])[O:15][C:16]([CH3:19])([CH3:20])[O:17][CH2:18]1)([c:3]1[cH:4][cH:5][c:6]([CH3:7])[cH:8][cH:9]1)(=[O:10])=[O:11]>>[CH2:12]([CH2:13][C:14]1([CH3:21])[O:15][C:16]([CH3:19])([CH3:20])[O:17][CH2:18]1)[I:23]. The reactants are CC(=O)O, O=N[O-], Cc1c(F)cc(C(=O)NC2CC2)cc1-c1ccc(-c2nnc(CN)o2)cc1, [Na+], [Na+], [OH-], O. Yields the product Cc1c(F)cc(C(=O)NC2CC2)cc1-c1ccc(-c2nnc(CO)o2)cc1. RXN SMILES: [C:35]([OH:36])(=[O:37])[CH3:38].[N:28](=[O:29])[O-:30].[NH2:1][CH2:2][c:3]1[n:4][n:5][c:6](-[c:8]2[cH:9][cH:10][c:11](-[c:14]3[cH:15][c:16]([C:22](=[O:23])[NH:24][CH:25]4[CH2:26][CH2:27]4)[cH:17][c:18]([F:21])[c:19]3[CH3:20])[cH:12][cH:13]2)[o:7]1.[Na+:31].[Na+:33].[OH-:32].[OH2:34]>>[CH2:2]([c:3]1[n:4][n:5][c:6](-[c:8]2[cH:9][cH:10][c:11](-[c:14]3[cH:15][c:16]([C:22](=[O:23])[NH:24][CH:25]4[CH2:26][CH2:27]4)[cH:17][c:18]([F:21])[c:19]3[CH3:20])[cH:12][cH:13]2)[o:7]1)[OH:29].